Dataset: the Open Reaction Database (ORD), a public repository of structured organic reaction records. Task: describe an organic reaction: reactants, conditions, products, and yield Reaction SMILES: [Cr:1]([O:24][Si:25]([C:38]1[CH:43]=[CH:42][CH:41]=[CH:40][CH:39]=1)([C:32]1[CH:37]=[CH:36][CH:35]=[CH:34][CH:33]=1)[C:26]1[CH:31]=[CH:30][CH:29]=[CH:28][CH:27]=1)([O:4][Si:5]([C:18]1[CH:23]=[CH:22][CH:21]=[CH:20][CH:19]=1)([C:12]1[CH:17]=[CH:16][CH:15]=[CH:14][CH:13]=1)[C:6]1[CH:11]=[CH:10][CH:9]=[CH:8][CH:7]=1)(=[O:3])=[O:2].C=C.C1([Si](C2C=CC=CC=2)(C2C=CC=CC=2)O)C=CC=CC=1.[O-2].[O-2].[O-2].[Cr+6].C1([Si](O[Si](C2C=CC=CC=2)(C2C=CC=CC=2)C2C=CC=CC=2)(C2C=CC=CC=2)C2C=CC=CC=2)C=CC=CC=1.C(Cl)(Cl)(Cl)[Cl:110]>C(O)(=O)C.C(#N)C.C(C#N)CC>[C:6]1([Si:5]([C:18]2[CH:23]=[CH:22][CH:21]=[CH:20][CH:19]=2)([C:12]2[CH:17]=[CH:16][CH:15]=[CH:14][CH:13]=2)[Cl:110])[CH:11]=[CH:10][CH:9]=[CH:8][CH:7]=1.[Cr:1]([O:24][Si:25]([C:32]1[CH:37]=[CH:36][CH:35]=[CH:34][CH:33]=1)([C:38]1[CH:39]=[CH:40][CH:41]=[CH:42][CH:43]=1)[C:26]1[CH:27]=[CH:28][CH:29]=[CH:30][CH:31]=1)([O:4][Si:5]([C:12]1[CH:17]=[CH:16][CH:15]=[CH:14][CH:13]=1)([C:18]1[CH:23]=[CH:22][CH:21]=[CH:20][CH:19]=1)[C:6]1[CH:7]=[CH:8][CH:9]=[CH:10][CH:11]=1)(=[O:3])=[O:2] |f:3.4.5.6|. The solvent is C(CC)C#N (propyl cyanide), C(C)(=O)O (acetic acid), C(C)#N (acetonitrile). Yields the product C1(=CC=CC=C1)[Si](Cl)(C1=CC=CC=C1)C1=CC=CC=C1 (triphenylchlorosilane), [Cr](=O)(=O)(O[Si](C1=CC=CC=C1)(C1=CC=CC=C1)C1=CC=CC=C1)O[Si](C1=CC=CC=C1)(C1=CC=CC=C1)C1=CC=CC=C1 (bistriphenylsilyl chromate). Reported procedure: Bistriphenylsilyl chromate is usually used as the catalyst of unsaturated hydrocarbon compound polymerization such as ethylene polymerization. With respect to its synthesis process, early in 1958, U.S. Pat. 7,863,891 disclosed a process wherein bistriphenylsilyl chromate can be obtained with a yield of 85% by reacting triphenylsilanol and chromium trioxide in glacial acetic acid at 50° C. for 10 minutes. L. M. Bakert et al disclosed a process wherein bistriphenylsilyl chromate can be obtained wi... Starting materials: [O-2].[O-2].[O-2].[Cr+6] (chromium trioxide), [Cr](=O)(=O)(O[Si](C1=CC=CC=C1)(C1=CC=CC=C1)C1=CC=CC=C1)O[Si](C1=CC=CC=C1)(C1=CC=CC=C1)C1=CC=CC=C1 (bistriphenylsilyl chromate), C1(=CC=CC=C1)[Si](O)(C1=CC=CC=C1)C1=CC=CC=C1 (triphenylsilanol), C1(=CC=CC=C1)[Si](C1=CC=CC=C1)(C1=CC=CC=C1)O[Si](C1=CC=CC=C1)(C1=CC=CC=C1)C1=CC=CC=C1 (triphenylsilyl ether), [Cr](=O)(=O)(O[Si](C1=CC=CC=C1)(C1=CC=CC=C1)C1=CC=CC=C1)O[Si](C1=CC=CC=C1)(C1=CC=CC=C1)C1=CC=CC=C1 (bistriphenylsilyl chromate), [O-2].[O-2].[O-2].[Cr+6] (chromium trioxide), C1(=CC=CC=C1)[Si](O)(C1=CC=CC=C1)C1=CC=CC=C1 (triphenylsilanol), [O-2].[O-2].[O-2].[Cr+6] (chromium trioxide), C1(=CC=CC=C1)[Si](O)(C1=CC=CC=C1)C1=CC=CC=C1 (triphenylsilanol), [Cr](=O)(=O)(O[Si](C1=CC=CC=C1)(C1=CC=CC=C1)C1=CC=CC=C1)O[Si](C1=CC=CC=C1)(C1=CC=CC=C1)C1=CC=CC=C1 (Bistriphenylsilyl chromate), unsaturated hydrocarbon, C=C (ethylene), [Cr](=O)(=O)(O[Si](C1=CC=CC=C1)(C1=CC=CC=C1)C1=CC=CC=C1)O[Si](C1=CC=CC=C1)(C1=CC=CC=C1)C1=CC=CC=C1 (bistriphenylsilyl chromate), C(Cl)(Cl)(Cl)Cl (carbon tetrachloride), C1(=CC=CC=C1)[Si](O)(C1=CC=CC=C1)C1=CC=CC=C1 (triphenylsilanol). The reactants are CN1S(NCC1)(=O)=O (2-methyl-1,2,5-thiadiazolidine-1,1-dioxide), O (Water), C([O-])([O-])=O.[K+].[K+] (potassium carbonate), [N+](=O)([O-])C1=CC=C(CBr)C=C1 (4-nitrobenzyl bromide). The solvent is CN(C=O)C (dimethylformamide), CN(C=O)C (dimethylformamide). Reaction conditions: time 5 minute. Product: CN1CCN(S1(=O)=O)CC1=CC=C(C=C1)[N+](=O)[O-] (5-Methyl- 2-(4-nitrobenzyl)-1,2,5-thiadiazolidine-1,1-dioxide). Yield: 65.7%. Reaction SMILES: C(=O)([O-])[O-].[K+].[K+].[CH3:7][N:8]1[CH2:12][CH2:11][NH:10][S:9]1(=[O:14])=[O:13].[N+:15]([C:18]1[CH:25]=[CH:24][C:21]([CH2:22]Br)=[CH:20][CH:19]=1)([O-:17])=[O:16].O>CN(C)C=O>[CH3:7][N:8]1[S:9](=[O:14])(=[O:13])[N:10]([CH2:22][C:21]2[CH:24]=[CH:25][C:18]([N+:15]([O-:17])=[O:16])=[CH:19][CH:20]=2)[CH2:11][CH2:12]1 |f:0.1.2|. Procedure details: To a stirred suspension of anhydrous potassium carbonate (14.49 g, 104.8 mmol) in anhydrous dimethylformamide (80 ml) was added dropwise over 4 minutes a solution of 2-methyl-1,2,5-thiadiazolidine-1,1-dioxide (14 g, 102.8 mmol) in anhydrous dimethylformamide (40 ml), under nitrogen. After 5 minutes, solid 4-nitrobenzyl bromide (22.43 g, 103.8 mmol) was added in one portion and stirring was continued at room temperature for 5 hours. Water (200 ml) was added and products were extracted into ethyl ...